From a dataset of the Open Reaction Database (ORD), a public repository of structured organic reaction records. describe an organic reaction: reactants, conditions, products, and yield Starting materials: CCC(C)(C)Cc1c[nH]c(C(Cc2ccc(-c3cn(C)nc3N(C(=O)[O-])C(C)(C)C)cc2)NC(C)=O)n1, CO, Cl. Yields the product CCC(C)(C)Cc1c[nH]c(C(Cc2ccc(-c3cn(C)nc3N)cc2)NC(C)=O)n1. Reaction SMILES: [C:2]([N:6]([C:3](=[O:4])[O-:5])[c:10]1[n:11][n:12]([CH3:38])[cH:13][c:14]1-[c:15]1[cH:16][cH:17][c:18]([CH2:21][CH:22]([c:23]2[nH:24][cH:25][c:26]([CH2:28][C:29]([CH2:30][CH3:31])([CH3:32])[CH3:33])[n:27]2)[NH:34][C:35]([CH3:36])=[O:37])[cH:19][cH:20]1)([CH3:7])([CH3:8])[CH3:9].[CH3:39][OH:40].[ClH:1]>>[NH2:6][c:10]1[n:11][n:12]([CH3:38])[cH:13][c:14]1-[c:15]1[cH:16][cH:17][c:18]([CH2:21][CH:22]([c:23]2[nH:24][cH:25][c:26]([CH2:28][C:29]([CH2:30][CH3:31])([CH3:32])[CH3:33])[n:27]2)[NH:34][C:35]([CH3:36])=[O:37])[cH:19][cH:20]1. The reactants are CCN=C=NCCCN(C)C, CN, CCO, CN(C)C=O, CCOC(C)=O, O=C(O)Cc1ccccc1Cl, ClCCl, On1nnc2ccccc21. The product is CNC(=O)Cc1ccccc1Cl. RXN SMILES: [CH3:1][N:2]([CH3:3])[CH2:4][CH2:5][CH2:6][N:7]=[C:8]=[N:9][CH2:10][CH3:11].[CH3:33][NH2:34].[CH3:35][CH2:36][OH:37].[CH3:38][N:39]([CH3:40])[CH:41]=[O:42].[CH3:46][CH2:47][O:48][C:49](=[O:50])[CH3:51].[Cl:22][c:23]1[c:24]([CH2:29][C:30](=[O:31])[OH:32])[cH:25][cH:26][cH:27][cH:28]1.[Cl:43][CH2:44][Cl:45].[OH:12][n:13]1[c:14]2[cH:15][cH:16][cH:17][cH:18][c:19]2[n:20][n:21]1>>[CH3:1][NH:2][C:30]([CH2:29][c:24]1[c:23]([Cl:22])[cH:28][cH:27][cH:26][cH:25]1)=[O:32]. The reactants are C(C)(C)(C)OC(=O)N1CCN(CC1)C1=C(C=CC=C1)O (4-(2-hydroxy-phenyl)-piperazine-1-carboxylic acid tert-butyl ester), OCCN1CCCC1 (2-hydroxyethyl pyrrolidine). The product is C(C)(C)(C)OC(=O)N1CCN(CC1)C1=C(C=CC=C1)OCCN1CCCC1 (4-[2-(2-Pyrrolidin-1-yl-ethoxy)-phenyl]-piperazine-1-carboxylic acid tert-butyl ester). As a reaction SMILES: [C:1]([O:5][C:6]([N:8]1[CH2:13][CH2:12][N:11]([C:14]2[CH:19]=[CH:18][CH:17]=[CH:16][C:15]=2[OH:20])[CH2:10][CH2:9]1)=[O:7])([CH3:4])([CH3:3])[CH3:2].O[CH2:22][CH2:23][N:24]1[CH2:28][CH2:27][CH2:26][CH2:25]1>>[C:1]([O:5][C:6]([N:8]1[CH2:9][CH2:10][N:11]([C:14]2[CH:19]=[CH:18][CH:17]=[CH:16][C:15]=2[O:20][CH2:22][CH2:23][N:24]2[CH2:28][CH2:27][CH2:26][CH2:25]2)[CH2:12][CH2:13]1)=[O:7])([CH3:4])([CH3:2])[CH3:3]. Procedure: The title compound was prepared by using Mitsunobu condition from 4-(2-hydroxy-phenyl)-piperazine-1-carboxylic acid tert-butyl ester and 2-hydroxyethyl pyrrolidine. Reactants: C1=CC(=CC=C1N)O (p-aminophenol), FC(C1=CC=C(CO)C=C1)(F)F (4-trifluoromethylbenzyl alcohol), C1(=CC=CC=C1)P(C1=CC=CC=C1)C1=CC=CC=C1 (triphenylphosphine), N(=NC(=O)OCC)C(=O)OCC (diethyl azodicarboxylate). Procedure: To a solution of p-aminophenol (0.200 g, 1.83 mmol), 4-trifluoromethylbenzyl alcohol (025 ml, 1.83 mmol) and triphenylphosphine (0.529 g, 2.02 mmol) in 5 ml anhydrous tetrahydrofuran was added diethyl azodicarboxylate (0.318 ml, 2.02 mmol). The reaction mixture was stirred overnight at room temperature under nitrogen. It was then diluted with 70 ml ethyl acetate and the resulting solution was washed sequentially with 50 ml saturated aqueous sodium bicarbonate solution, 50 ml water and 50 ml brin... Run in O1CCCC1 (tetrahydrofuran), C(C)(=O)OCC (ethyl acetate). Run at time 8 hour. Yield: 55.6%. RXN SMILES: [CH:1]1[C:6]([NH2:7])=[CH:5][CH:4]=[C:3]([OH:8])[CH:2]=1.[F:9][C:10]([F:20])([F:19])[C:11]1[CH:18]=[CH:17][C:14]([CH2:15]O)=[CH:13][CH:12]=1.C1(P(C2C=CC=CC=2)C2C=CC=CC=2)C=CC=CC=1.N(C(OCC)=O)=NC(OCC)=O>O1CCCC1.C(OCC)(=O)C>[F:9][C:10]([F:19])([F:20])[C:11]1[CH:18]=[CH:17][C:14]([CH2:15][O:8][C:3]2[CH:4]=[CH:5][C:6]([NH2:7])=[CH:1][CH:2]=2)=[CH:13][CH:12]=1. Yields the product FC(C1=CC=C(COC2=CC=C(C=C2)N)C=C1)(F)F (4-(4-Trifluoromethyl-benzyloxy)-phenylamine). The reactants are COC(=O)C=Cc1ccc(C(c2cc(F)ccc2F)S(=O)(=O)c2ccc(Cl)cc2)nc1, Cl, [Na+], C1CCOC1, [OH-]. Product: O=C(O)C=Cc1ccc(C(c2cc(F)ccc2F)S(=O)(=O)c2ccc(Cl)cc2)nc1. As a reaction SMILES: [CH3:1][O:2][C:3]([CH:4]=[CH:5][c:6]1[cH:7][n:8][c:9]([CH:12]([c:13]2[c:14]([F:20])[cH:15][cH:16][c:17]([F:19])[cH:18]2)[S:21](=[O:22])(=[O:23])[c:24]2[cH:25][cH:26][c:27]([Cl:30])[cH:28][cH:29]2)[cH:10][cH:11]1)=[O:31].[ClH:34].[Na+:33].[O:35]1[CH2:36][CH2:37][CH2:38][CH2:39]1.[OH-:32]>>[O:2]=[C:3]([CH:4]=[CH:5][c:6]1[cH:7][n:8][c:9]([CH:12]([c:13]2[c:14]([F:20])[cH:15][cH:16][c:17]([F:19])[cH:18]2)[S:21](=[O:22])(=[O:23])[c:24]2[cH:25][cH:26][c:27]([Cl:30])[cH:28][cH:29]2)[cH:10][cH:11]1)[OH:31]. The reactants are BrC=1C=C(C(=NC1)CCCCN)C (5-Bromo-2-(4-aminobutyl)-3-methylpyridine), [N+](=O)([O-])NC1=NC=C(C(N1)=O)CC=1C=NC(=CC1)C (2-nitroamino-5-(6-methylpyrid-3-ylmethyl)-4-pyrimidone). The solvent is N1=CC=CC=C1 (pyridine). The product is BrC=1C=C(C(=NC1)CCCCNC1=NC=C(C(N1)=O)CC=1C=NC(=CC1)C)C (2-[4-(5-bromo-3-methylpyrid-2-yl)-butylamino]-5-(6-methylpyrid-3-yl-methyl)-4-pyrimidone). Yield: 63.3%. As a reaction SMILES: [Br:1][C:2]1[CH:3]=[C:4]([CH3:13])[C:5]([CH2:8][CH2:9][CH2:10][CH2:11][NH2:12])=[N:6][CH:7]=1.[N+](N[C:18]1[NH:23][C:22](=[O:24])[C:21]([CH2:25][C:26]2[CH:27]=[N:28][C:29]([CH3:32])=[CH:30][CH:31]=2)=[CH:20][N:19]=1)([O-])=O>N1C=CC=CC=1>[Br:1][C:2]1[CH:3]=[C:4]([CH3:13])[C:5]([CH2:8][CH2:9][CH2:10][CH2:11][NH:12][C:18]2[NH:23][C:22](=[O:24])[C:21]([CH2:25][C:26]3[CH:27]=[N:28][C:29]([CH3:32])=[CH:30][CH:31]=3)=[CH:20][N:19]=2)=[N:6][CH:7]=1. Reported procedure: 5-Bromo-2-(4-aminobutyl)-3-methylpyridine (2.12 g) and 2-nitroamino-5-(6-methylpyrid-3-ylmethyl)-4-pyrimidone (3.18 g) were refluxed in pyridine (12 ml) for 9.5 hrs. The pyridine was removed in vacuo and the residue was re-evaporated with n-propanol (2×50 ml), triturated with chloroform, filtered and the solution was chromatographed on silica in chloroform-methanol (10:1). The product was crystallised from ethanol-ether to give 2-[4-(5-bromo-3-methylpyrid-2-yl)-butylamino]-5-(6-methylpyrid-3-yl-... The reactants are BrC=1C=2N(C=CC1)C(=C(N2)C2CC2)I (8-bromo-2-cyclopropyl-3-iodoimidazo[1,2-a]pyridine), FC=1C=CC\2=C(OCC3=C(/C2=C(\C#N)/C)C=CC(=C3)C=O)C1 ((E)-2-(3-fluoro-8-formyldibenzo[b,e]oxepin-11(6H)-ylidene)propanenitrile). Yields the product BrC=1C=2N(C=CC1)C(=C(N2)C2CC2)C(C2=CC1=C(/C(/C3=C(OC1)C=C(C=C3)F)=C(\C#N)/C)C=C2)O ((E)-2-{8-[(8-bromo-2-cyclopropylimidazo[1,2-a]pyridin-3-yl)(hydroxy)methyl]-3-fluorodibenzo[b,e]oxepin-11(6H)-ylidene}propanenitrile). Yield: 81.5%. RXN SMILES: [Br:1][C:2]1[C:3]2[N:4]([C:8](I)=[C:9]([CH:11]3[CH2:13][CH2:12]3)[N:10]=2)[CH:5]=[CH:6][CH:7]=1.[F:15][C:16]1[CH:17]=[CH:18][C:19]2=[C:20]([CH:36]=1)[O:21][CH2:22][C:23]1[CH:33]=[C:32]([CH:34]=[O:35])[CH:31]=[CH:30][C:24]=1/[C:25]/2=[C:26](/[CH3:29])\[C:27]#[N:28]>>[Br:1][C:2]1[C:3]2[N:4]([C:8]([CH:34]([OH:35])[C:32]3[CH:31]=[CH:30][C:24]4/[C:25](=[C:26](/[CH3:29])\[C:27]#[N:28])/[C:19]5[CH:18]=[CH:17][C:16]([F:15])=[CH:36][C:20]=5[O:21][CH2:22][C:23]=4[CH:33]=3)=[C:9]([CH:11]3[CH2:13][CH2:12]3)[N:10]=2)[CH:5]=[CH:6][CH:7]=1. Procedure: [step 3] Using 8-bromo-2-cyclopropyl-3-iodoimidazo[1,2-a]pyridine (2.2 g, 5.9 mmol) obtained in step 2 and (E)-2-(3-fluoro-8-formyldibenzo[b,e]oxepin-11(6H)-ylidene)propanenitrile (1.1 g, 3.7 mmol) obtained in Reference Example 5, and in the same manner as in Reference Example 14A, step 3, (E)-2-{8-[(8-bromo-2-cyclopropylimidazo[1,2-a]pyridin-3-yl)(hydroxy)methyl]-3-fluorodibenzo[b,e]oxepin-11(6H)-ylidene}propanenitrile (1.6 g, 80%) was obtained. Starting materials: ClCCl, CC(C)(C(=O)O)c1ccc(Cl)cc1, O=S(Cl)Cl. Product: CC(C)(C(=O)Cl)c1ccc(Cl)cc1. RXN SMILES: [Cl:18][CH2:19][Cl:20].[Cl:1][c:2]1[cH:3][cH:4][c:5]([C:8]([C:9](=[O:10])[OH:11])([CH3:12])[CH3:13])[cH:6][cH:7]1.[S:14]([Cl:15])([Cl:16])=[O:17]>>[Cl:1][c:2]1[cH:3][cH:4][c:5]([C:8]([C:9](=[O:10])[Cl:16])([CH3:12])[CH3:13])[cH:6][cH:7]1.